Dataset: the Open Reaction Database (ORD), a public repository of structured organic reaction records. Task: describe an organic reaction: reactants, conditions, products, and yield Reactants: polyphosphoric acid ethyl ester, NC1=C(C=CC=C1)S (o-aminothiophenol), N1=C(C=CC=C1)C(=O)O (picolinic acid). The solvent is C(Cl)(Cl)Cl (CHCl3). Product: N1=C(C=CC=C1)C=1SC2=C(N1)C=CC=C2 (2-(2-Pyridinyl)benzothiazole). Reaction SMILES: [NH2:1][C:2]1[CH:7]=[CH:6][CH:5]=[CH:4][C:3]=1[SH:8].[N:9]1[CH:14]=[CH:13][CH:12]=[CH:11][C:10]=1[C:15](O)=O>C(Cl)(Cl)Cl>[N:9]1[CH:14]=[CH:13][CH:12]=[CH:11][C:10]=1[C:15]1[S:8][C:3]2[CH:4]=[CH:5][CH:6]=[CH:7][C:2]=2[N:1]=1. Reported procedure: To a solution of polyphosphoric acid ethyl ester (PPE) 360 g in 600 ml of CHCl3 is added o-aminothiophenol 36.9 g, 0.30 mole and picolinic acid 55.5 g, 0.45 mole. The resulting solution is heated at reflux for 1 hour. The solvent is removed in vacuo, and the residue poured onto 1500 cc of ice-water. The pH of the aqueous mixture is adjusted to 10, and it is then extracted three times with 500 cc portions of CHCl3. The extracts are dried (MgSO4); filtered; and concentrated to dryness. Recrystalli... Starting materials: C(=C)C1C(C1)(C(=O)OCC)C(=O)OCC (diethyl 2-vinylcyclopropane-1,1-dicarboxylate), [H-].[Al+3].[Li+].[H-].[H-].[H-] (LAH), O (water). Run in C1CCCCC1.C(C)(=O)OCC (cyclohexane ethyl acetate), O1CCCC1 (THF). Conditions: time 2 hour. Yields the product OCC1(C(C1)C=C)CO (1,1-Bis(hydroxymethyl)-2-vinylcyclopropane). Isolated yield 93.2%. As a reaction SMILES: [CH:1]([CH:3]1[CH2:5][C:4]1([C:11](OCC)=[O:12])[C:6](OCC)=[O:7])=[CH2:2].[H-].[Al+3].[Li+].[H-].[H-].[H-].O>O1CCCC1.C1CCCCC1.C(OCC)(=O)C>[OH:7][CH2:6][C:4]1([CH2:11][OH:12])[CH2:5][CH:3]1[CH:1]=[CH2:2] |f:1.2.3.4.5.6,9.10|. Procedure: A solution of 23 g (0.108 mole) of diethyl 2-vinylcyclopropane-1,1-dicarboxylate in 90 ml of dry THF (tetrahydrofuran) was added dropwise to 196 ml of 1M LAH (lithium aluminum hydride) which was stirred and heated at 68°. The addition required 30 minutes and heating and stirring were continued for 2 hours. TLC in cyclohexane-ethyl acetate (1:1) and CHCl3MeOH (9:1) showed that the reaction was complete. The reaction was cooled to 0° and a total of 200 ml of water was continuously added. After bei... The reactants are C(C)(C)(C)C=1C=C(C=C(C1O)C(C)(C)C)C(C1C(N(OCC1)C(C)C)=O)O (dihydro-4-[(3,5-di-tert-butyl-4-hydroxyphenyl)hydroxymethyl]-2-isopropyl-2H-1,2-oxazin-3(4H)-one), O.C1(=CC=C(C=C1)S(=O)(=O)O)C (p-toluenesulfonic acid monohydrate). Solvent: C1=CC=CC=C1 (benzene). Product: C(C)(C)(C)C=1C=C(C=C2C(N(OCC2)C(C)C)=O)C=C(C1O)C(C)(C)C (dihydro-4-(3,5-di tert-butyl-4-hydroxybenzylidene)-2-isopropyl-2H-1,2-oxazin-3(4H)-one). Reaction SMILES: [C:1]([C:5]1[CH:6]=[C:7]([CH:16](O)[CH:17]2[CH2:22][CH2:21][O:20][N:19]([CH:23]([CH3:25])[CH3:24])[C:18]2=[O:26])[CH:8]=[C:9]([C:12]([CH3:15])([CH3:14])[CH3:13])[C:10]=1[OH:11])([CH3:4])([CH3:3])[CH3:2].O.C1(C)C=CC(S(O)(=O)=O)=CC=1>C1C=CC=CC=1>[C:1]([C:5]1[CH:6]=[C:7]([CH:8]=[C:9]([C:12]([CH3:14])([CH3:13])[CH3:15])[C:10]=1[OH:11])[CH:16]=[C:17]1[CH2:22][CH2:21][O:20][N:19]([CH:23]([CH3:24])[CH3:25])[C:18]1=[O:26])([CH3:2])([CH3:3])[CH3:4] |f:1.2|. Reported procedure: The dihydro-4-[(3,5-di-tert-butyl-4-hydroxyphenyl)hydroxymethyl]-2-isopropyl-2H-1,2-oxazin-3(4H)-one of Step B was refluxed in 40 ml of benzene with a catalytic amount of p-toluenesulfonic acid monohydrate for 6 hours and concentrated in vacuo. The concentrate was triturated in ether and filtered to yield 0.9 g (2.5 mmol) of dihydro-4-(3,5-di tert-butyl-4-hydroxybenzylidene)-2-isopropyl-2H-1,2-oxazin-3(4H)-one, mp 181°-183° C. Reactants: P(=O)(Cl)(Cl)Cl (phosphorus oxychloride), C(CCCCCC)C=1NC2=CC(=CC=C2C1)C(=O)OC (methyl 2-(n-heptyl)indole-6-carboxylate), CN(C=O)C (dimethylformamide), CN(C=O)C (dimethylformamide), [OH-].[Na+] (sodium hydroxide), O (water). Solvent: C(C)(=O)O (acetic acid). Reaction conditions: time 2 hour. The product is C(=O)C1=C(NC2=CC(=CC=C12)C(=O)OC)CCCCCCC (methyl 3-formyl-2-(n-heptyl)indole-6-carboxylate). Reaction SMILES: P(Cl)(Cl)(Cl)=O.[CH2:6]([C:13]1[NH:14][C:15]2[C:20]([CH:21]=1)=[CH:19][CH:18]=[C:17]([C:22]([O:24][CH3:25])=[O:23])[CH:16]=2)[CH2:7][CH2:8][CH2:9][CH2:10][CH2:11][CH3:12].O.[OH-].[Na+].CN(C)[CH:31]=[O:32]>C(O)(=O)C>[CH:31]([C:21]1[C:20]2[C:15](=[CH:16][C:17]([C:22]([O:24][CH3:25])=[O:23])=[CH:18][CH:19]=2)[NH:14][C:13]=1[CH2:6][CH2:7][CH2:8][CH2:9][CH2:10][CH2:11][CH3:12])=[O:32] |f:3.4|. Procedure details: A solution of phosphorus oxychloride (35 ml) in dimethylformamide (150 ml) was added to a solution of methyl 2-(n-heptyl)indole-6-carboxylate (67.5 g) in dimethylformamide (250 ml) and the resulting solution was stirred at between 70° and 85° C. for 2 hours. The mixture was then stirred for 30 minutes while the temperature dropped to 50° C. and was then poured into water (2 liters). Ice was added to reduce the temperature to 25° C. and a 50% w/v aqueous sodium hydroxide solution was added until ... Reactants: [Al+3], O=C(O)CCCc1cccc(OCc2ccccc2)c1, [H-], [H-], [H-], [H-], [Li+], C1CCOC1. The product is OCCCCc1cccc(OCc2ccccc2)c1. Reaction SMILES: [Al+3:22].[CH2:1]([c:2]1[cH:3][cH:4][cH:5][cH:6][cH:7]1)[O:8][c:9]1[cH:10][c:11]([CH2:15][CH2:16][CH2:17][C:18](=[O:19])[OH:20])[cH:12][cH:13][cH:14]1.[H-:21].[H-:24].[H-:25].[H-:26].[Li+:23].[O:27]1[CH2:28][CH2:29][CH2:30][CH2:31]1>>[CH2:1]([c:2]1[cH:3][cH:4][cH:5][cH:6][cH:7]1)[O:8][c:9]1[cH:10][c:11]([CH2:15][CH2:16][CH2:17][CH2:18][OH:19])[cH:12][cH:13][cH:14]1. The reactants are ClC=1C=C(N)C=C(C1)Cl (3,5-dichloro-aniline), [Cl-].ClC=1S[S+]=C(C1Cl)Cl (3,4,5-trichloro-1,2-dithiolium chloride). Product: ClC=1C(SSC1Cl)=NC1=CC(=CC(=C1)Cl)Cl (4,5-dichloro-3-(3,5-dichlorophenylimino)-1,2-dithiolene). As a reaction SMILES: [Cl:1][C:2]1[CH:3]=[C:4]([CH:6]=[C:7]([Cl:9])[CH:8]=1)[NH2:5].[Cl-].[Cl:11][C:12]1[S:13][S+:14]=[C:15](Cl)[C:16]=1[Cl:17]>>[Cl:17][C:16]1[C:15](=[N:5][C:4]2[CH:3]=[C:2]([Cl:1])[CH:8]=[C:7]([Cl:9])[CH:6]=2)[S:14][S:13][C:12]=1[Cl:11] |f:1.2|. Reported procedure: If 3,5-dichloro-aniline is reacted with 3,4,5-trichloro-1,2-dithiolium chloride to give 4,5-dichloro-3-(3,5-dichlorophenylimino)-1,2-dithiolene, the course of the reaction can be represented by the following equation: ##STR6##